Task: describe an organic reaction: reactants, conditions, products, and yield. Dataset: the Open Reaction Database (ORD), a public repository of structured organic reaction records Starting materials: ClC1=NC=NC2=CC(=CC=C12)[N+](=O)[O-] (4-chloro-7-nitroquinazoline), N (ammonia). The solvent is CO (methanol). Conditions: time 8 hour. The product is [N+](=O)([O-])C1=CC=C2C(=NC=NC2=C1)N (7-nitroquinazolin-4-amine). As a reaction SMILES: Cl[C:2]1[C:11]2[C:6](=[CH:7][C:8]([N+:12]([O-:14])=[O:13])=[CH:9][CH:10]=2)[N:5]=[CH:4][N:3]=1.[NH3:15]>CO>[N+:12]([C:8]1[CH:7]=[C:6]2[C:11]([C:2]([NH2:15])=[N:3][CH:4]=[N:5]2)=[CH:10][CH:9]=1)([O-:14])=[O:13]. Procedure details: A mixture of 1.6 g of 4-chloro-7-nitroquinazoline in 50 ml 7N ammonia in methanol was stirred overnight at rt and concentrated to dryness. The solid was suspended in water, filtered, rinsed with water followed by ether and dried overnight in vacuum oven to provide 0.98 g of 7-nitroquinazolin-4-amine (Compound 98-2). Starting materials: CO (methanol), Cl (hydrochloric acid), Cl.Cl.CC1=CC=C(CNC(=N)NC(=N)NCCCCCCC)C=C1 (N1-4-methylbenzyl-N5-heptyl-biguanide dihydrochloride), CC(=O)C (acetone). Product: C(C)(=O)O.CC1(N=C(NC(=N1)NCC1=CC=C(C=C1)C)NCCCCCCC)C (3,6-Dihydro-6,6-dimethyl-4-heptylamino-2-(4′-methylbenzylamino)-1,3,5-triazine acetate). Reaction SMILES: C[OH:2].Cl.Cl.Cl.[CH3:6][C:7]1[CH:27]=[CH:26][C:10]([CH2:11][NH:12][C:13]([NH:15][C:16]([NH:18][CH2:19][CH2:20][CH2:21][CH2:22][CH2:23][CH2:24][CH3:25])=[NH:17])=[NH:14])=[CH:9][CH:8]=1.[CH3:28][C:29]([CH3:31])=[O:30]>>[C:29]([OH:2])(=[O:30])[CH3:31].[CH3:28][C:29]1([CH3:31])[N:14]=[C:13]([NH:12][CH2:11][C:10]2[CH:9]=[CH:8][C:7]([CH3:6])=[CH:27][CH:26]=2)[NH:15][C:16]([NH:18][CH2:19][CH2:20][CH2:21][CH2:22][CH2:23][CH2:24][CH3:25])=[N:17]1 |f:2.3.4,6.7|. Procedure: 140 ml of methanol, 60 ml of acetone and 0.7 ml of concentrated hydrochloric acid were added to 10.0 g (26.6 mmol) of N1-4-methylbenzyl-N5-heptyl-biguanide dihydrochloride. The mixture was refluxed for 24 hours, and the solvent was distilled off under reduced pressure. The residue was dissolved in 100 ml of ethanol, and to the solution were added 60 ml of water and 10.8 ml of 5N aqueous sodium hydroxide. The mixture was refluxed for 1 hour, concentrated under reduced pressure, and extracted with... The reactants are C(C)(C)(C)OC(=O)N1CCC(CC1)N1N=CC(=C1)C=1C=NC(=C(C1)N1CC2=C(C=CC(=C2CC1)F)F)N (4-{4-[6-Amino-5-(5,8-difluoro-3,4-dihydro-1H-isoquinolin-2-yl)-pyridin-3-yl]-pyrazol-1-yl}-piperidine-1-carboxylic acid tert-butyl ester), Cl (HCl). Solvent: CO (MeOH), CCOCC (Et2O). Run at time 8 hour. The product is FC1=C2CCN(CC2=C(C=C1)F)C=1C(=NC=C(C1)C=1C=NN(C1)C1CCNCC1)N (3-(5,8-Difluoro-3,4-dihydro-1H-isoquinolin-2-yl)-5-(1-piperidin-4-yl-1H-pyrazol-4-yl)-pyridin-2-ylamine). Reaction SMILES: C(OC([N:8]1[CH2:13][CH2:12][CH:11]([N:14]2[CH:18]=[C:17]([C:19]3[CH:20]=[N:21][C:22]([NH2:37])=[C:23]([N:25]4[CH2:34][CH2:33][C:32]5[C:27](=[C:28]([F:36])[CH:29]=[CH:30][C:31]=5[F:35])[CH2:26]4)[CH:24]=3)[CH:16]=[N:15]2)[CH2:10][CH2:9]1)=O)(C)(C)C.Cl>CO.CCOCC>[F:35][C:31]1[CH:30]=[CH:29][C:28]([F:36])=[C:27]2[C:32]=1[CH2:33][CH2:34][N:25]([C:23]1[C:22]([NH2:37])=[N:21][CH:20]=[C:19]([C:17]3[CH:16]=[N:15][N:14]([CH:11]4[CH2:10][CH2:9][NH:8][CH2:13][CH2:12]4)[CH:18]=3)[CH:24]=1)[CH2:26]2. Procedure details: 4-{4-[6-Amino-5-(5,8-difluoro-3,4-dihydro-1H-isoquinolin-2-yl)-pyridin-3-yl]-pyrazol-1-yl}-piperidine-1-carboxylic acid tert-butyl ester (26 mg, 0.051 mmol) was dissolved in MeOH (20 mL), 1.0 M of HCl in Et2O (20 mL) was added, and the mixture was stirred at rt overnight. The solvent was removed in vacuo to give the title compound as a brown solid. 1H NMR (400 MHz, CD3OD): δ=2.33-2.42 (m, 4H), 3.08 (t, J=5.2 Hz, 2H), 3.23-3.36 (m, 2H), 3.39 (t, J=5.6 Hz, 2H), 3.59 (d, J=12.8 Hz, 2H), 4.24 (s, 2H... The reactants are C([O-])([O-])=O.[K+].[K+] (potassium carbonate), C(=O)C1CN(CC1)C(=O)OC(C)(C)C (Tert-Butyl 3-formylpyrrolidine-1-carboxylate), BrCC1=CC=C(C(=O)OC)C=C1 (methyl 4-(bromomethyl)benzoate), FC(C(=O)O)(F)F (Trifluoroacetic acid). Solvent: ClCCl (dichloromethane). Conditions: time 1 hour. Product: C(=O)C1CN(CC1)CC1=CC=C(C(=O)OC)C=C1 (Methyl 4-[(3-formyl-1-pyrrolidinyl)methyl]benzoate). RXN SMILES: [CH:1]([CH:3]1[CH2:7][CH2:6][N:5]([C:8](OC(C)(C)C)=O)[CH2:4]1)=[O:2].FC(F)(F)C(O)=O.BrC[C:24]1[CH:33]=[CH:32][C:27]([C:28]([O:30][CH3:31])=[O:29])=[CH:26][CH:25]=1.C(=O)([O-])[O-].[K+].[K+]>ClCCl>[CH:1]([CH:3]1[CH2:7][CH2:6][N:5]([CH2:8][C:24]2[CH:33]=[CH:32][C:27]([C:28]([O:30][CH3:31])=[O:29])=[CH:26][CH:25]=2)[CH2:4]1)=[O:2] |f:3.4.5|. Reported procedure: Tert-Butyl 3-formylpyrrolidine-1-carboxylate (4.75 g, 23.84 mmol) was dissolved in dichloromethane (DCM) (20 mL). Trifluoroacetic acid (15 mL, 195 mmol) was added and the reaction mixture was stirred at room temperature for 1 hour. After concentrating acetonitrile (100 mL) was added followed by methyl 4-(bromomethyl)benzoate (6.55 g, 28.6 mmol) and potassium carbonate (16.47 g, 119 mmol). The reaction was heated to reflux for 16 hours. The mixture was filtered and concentrated. Dichloromethane (... Reactants: CC(C)(C)OC(=O)COc1cccc2c1CCCC2NS(=O)(=O)c1ccc(F)c(Cl)c1, CN(C)C=O, Cl, [H-], [Na+], Oc1ccc(Cl)cc1. Product: CC(C)(C)OC(=O)COc1cccc2c1CCCC2NS(=O)(=O)c1ccc(Oc2ccc(Cl)cc2)c(Cl)c1. As a reaction SMILES: [C:1]([CH3:2])([CH3:3])([CH3:4])[O:5][C:6]([CH2:7][O:8][c:9]1[cH:10][cH:11][cH:12][c:13]2[c:18]1[CH2:17][CH2:16][CH2:15][CH:14]2[NH:19][S:20](=[O:21])(=[O:22])[c:23]1[cH:24][c:25]([Cl:30])[c:26]([F:29])[cH:27][cH:28]1)=[O:31].[CH3:43][N:44]([CH3:45])[CH:46]=[O:47].[ClH:42].[H-:32].[Na+:33].[OH:34][c:35]1[cH:36][cH:37][c:38]([Cl:39])[cH:40][cH:41]1>>[C:1]([CH3:2])([CH3:3])([CH3:4])[O:5][C:6]([CH2:7][O:8][c:9]1[cH:10][cH:11][cH:12][c:13]2[c:18]1[CH2:17][CH2:16][CH2:15][CH:14]2[NH:19][S:20](=[O:21])(=[O:22])[c:23]1[cH:24][c:25]([Cl:30])[c:26]([O:34][c:35]2[cH:36][cH:37][c:38]([Cl:39])[cH:40][cH:41]2)[cH:27][cH:28]1)=[O:31]. Starting materials: COC1=CC2=C(N=CC(N2CC=C)=O)N=C1 (7-(Methyloxy)-1-(2-propen-1-yl)pyrido[2,3-b]pyrazin-2(1H)-one), I(=O)(=O)(=O)[O-].[Na+] (Sodium periodate). The reagents and catalysts are [Os](=O)(=O)(=O)=O (osmium tetroxide). The solvent is O1CCOCC1 (1,4-dioxane), O (water). Reaction conditions: time 4 hour. Yields the product COC1=CC2=C(N=CC(N2CC=O)=O)N=C1 ([7-(methyloxy)-2-oxopyrido[2,3-b]pyrazin-1(2H)-yl]acetaldehyde). Reaction SMILES: [CH3:1][O:2][C:3]1[CH:16]=[N:15][C:6]2[N:7]=[CH:8][C:9](=[O:14])[N:10]([CH2:11][CH:12]=C)[C:5]=2[CH:4]=1.I([O-])(=O)(=O)=[O:18].[Na+]>O1CCOCC1.O.[Os](=O)(=O)(=O)=O>[CH3:1][O:2][C:3]1[CH:16]=[N:15][C:6]2[N:7]=[CH:8][C:9](=[O:14])[N:10]([CH2:11][CH:12]=[O:18])[C:5]=2[CH:4]=1 |f:1.2|. Reported procedure: 7-(Methyloxy)-1-(2-propen-1-yl)pyrido[2,3-b]pyrazin-2(1H)-one (846 mg, 3.900 mmol) was dissolved in 1,4-dioxane (20 ml) and water (10 ml). Sodium periodate (20.09 g, 9.75 mmol) was added, followed by osmium tetroxide (0.83 ml of 4% aqueous solution). The mixture stirred at rt for 4 h, and then extracted with 20% MeOH/DCM (3×200 ml). The organic extracts were combined, dried over anhydrous magnesium sulphate, filtered and evaporated under reduced pressure to give [7-(methyloxy)-2-oxopyrido[2,3-b]... Reactants: COC1=CC=C(C=C1)C1=CC=CC=2CC(OC21)CN (1-[7-(4-methoxyphenyl)-2,3-dihydro-1-benzofuran-2-yl]methanamine), Intermediate 12, C(C)(C)N(CC)C(C)C (diisopropylethylamine), ClC(=O)OCC1=CC=CC=C1 (benzyl chloroformate). Product: C(C1=CC=CC=C1)OC(NCC1OC2=C(C1)C=CC=C2C2=CC=C(C=C2)OC)=O ((±)-benzyl[7-(4-methoxyphenyl)-2,3-dihydro-1-benzofuran-2-yl]methylcarbamate). Yield: 84.6%. Reaction SMILES: [CH3:1][O:2][C:3]1[CH:8]=[CH:7][C:6]([C:9]2[C:17]3[O:16][CH:15]([CH2:18][NH2:19])[CH2:14][C:13]=3[CH:12]=[CH:11][CH:10]=2)=[CH:5][CH:4]=1.C(N(C(C)C)CC)(C)C.Cl[C:30]([O:32][CH2:33][C:34]1[CH:39]=[CH:38][CH:37]=[CH:36][CH:35]=1)=[O:31]>>[CH2:33]([O:32][C:30](=[O:31])[NH:19][CH2:18][CH:15]1[CH2:14][C:13]2[CH:12]=[CH:11][CH:10]=[C:9]([C:6]3[CH:7]=[CH:8][C:3]([O:2][CH3:1])=[CH:4][CH:5]=3)[C:17]=2[O:16]1)[C:34]1[CH:39]=[CH:38][CH:37]=[CH:36][CH:35]=1. Procedure details: Treatment of 1-[7-(4-methoxyphenyl)-2,3-dihydro-1-benzofuran-2-yl]methanamine (0.727 g, 2.49 mmol) with diisopropylethylamine (0.483 g, 3.73) and benzyl chloroformate (0.510 g, 2.99 mmol) generally according to the procedure described for Intermediate 12 provided 0.820 g of (±)-benzyl[7-(4-methoxyphenyl)-2,3-dihydro-1-benzofuran-2-yl]methylcarbamate as a colorless oil. Rf=0.48 (silica, ethyl acetate:hexanes 1:5); Anal. calcd. for C24H23NO4: C, 74.02; H, 5.95; N, 3.60. Found: C, 73.66H, 6.13; N, ...